Task: describe an organic reaction: reactants, conditions, products, and yield. Dataset: the Open Reaction Database (ORD), a public repository of structured organic reaction records Reactants: ClCCl, CN=C=O, ClC(Cl)Cl, ON=Cc1c(-c2ccccc2)nn2ccccc12. The product is N#Cc1c(-c2ccccc2)nn2ccccc12. RXN SMILES: [CH2:23]([Cl:24])[Cl:25].[CH3:1][N:2]=[C:3]=[O:4].[CH:26]([Cl:27])([Cl:28])[Cl:29].[c:5]1(-[c:11]2[n:12][n:13]3[c:14]([cH:15][cH:16][cH:17][cH:18]3)[c:19]2[CH:20]=[N:21][OH:22])[cH:6][cH:7][cH:8][cH:9][cH:10]1>>[c:5]1(-[c:11]2[n:12][n:13]3[c:14]([cH:15][cH:16][cH:17][cH:18]3)[c:19]2[C:20]#[N:21])[cH:6][cH:7][cH:8][cH:9][cH:10]1. Starting materials: Cc1ccc(Br)nc1NC(C)(C)C, O=C(O)C(F)(F)F. Yields the product Cc1ccc(Br)nc1N. RXN SMILES: [Br:1][c:2]1[cH:3][cH:4][c:5]([CH3:13])[c:6]([NH:8][C:9]([CH3:10])([CH3:11])[CH3:12])[n:7]1.[F:14][C:15]([F:16])([F:17])[C:18]([OH:19])=[O:20]>>[Br:1][c:2]1[cH:3][cH:4][c:5]([CH3:13])[c:6]([NH2:8])[n:7]1. Starting materials: Cl (HCl), CC(C)C[AlH]CC(C)C (DIBAL-H), C(C1=CC=CC=C1)OC1=CC(=C(C2=CC=CC=C12)CC(=O)OCC)[N+](=O)[O-] (ethyl 2-[4-benzyloxy-2-nitronaphthalen-1-yl]acetate), N#N (N2). Run in C1CCOC1 (THF). Conditions: time 15 minute. The product is C(C1=CC=CC=C1)OC1=CC(=C(C2=CC=CC=C12)CCO)[N+](=O)[O-] (2-[4-benzyloxy-2-nitronaphthalen-1-yl]ethanol). Isolated yield 106.3%. RXN SMILES: CC(C[AlH]CC(C)C)C.[CH2:10]([O:17][C:18]1[C:27]2[C:22](=[CH:23][CH:24]=[CH:25][CH:26]=2)[C:21]([CH2:28][C:29](OCC)=[O:30])=[C:20]([N+:34]([O-:36])=[O:35])[CH:19]=1)[C:11]1[CH:16]=[CH:15][CH:14]=[CH:13][CH:12]=1.N#N.Cl>C1COCC1>[CH2:10]([O:17][C:18]1[C:27]2[C:22](=[CH:23][CH:24]=[CH:25][CH:26]=2)[C:21]([CH2:28][CH2:29][OH:30])=[C:20]([N+:34]([O-:36])=[O:35])[CH:19]=1)[C:11]1[CH:16]=[CH:15][CH:14]=[CH:13][CH:12]=1. Reported procedure: DIBAL-H (1.0 M, 3.84 mL, 3.84 mmol) was added to a solution of ethyl 2-[4-benzyloxy-2-nitronaphthalen-1-yl]acetate (0.35 g, 0.96 mmol) in THF (4 mL) slowly under N2 atmosphere at 0° C., and stirred for 15 min. The mixture was poured into chilled 1 N HCl (10 mL) slowly, and the mixture was extracted with AcOEt (50 mL). The organic layer was washed with 1 M HCl (10 mL), saturated aqueous NaHCO3 (10 mL) and saturated aqueous NaCl (10 mL), and then the organic layer was dried (Na2SO4) and evaporated... Reactants: C(C1=CC=CC=C1)C(C#N)C#N (benzylmalononitrile), compound ( 3 ), C([O-])([O-])=O.[Cs+].[Cs+] (cesium carbonate), FC(S(=O)(=O)OCC(F)(F)F)(F)F (2,2,2-trifluoroethyl trifluoromethanesulfonate). Solvent: CN(C=O)C (N,N-dimethylformamide). Product: C(C1=CC=CC=C1)C(C#N)(C#N)CC(F)(F)F (2-benzyl-2-(2,2,2-trifluoroethyl)malononitrile). The yield is 55.5%. As a reaction SMILES: [CH2:1]([CH:8]([C:11]#[N:12])[C:9]#[N:10])[C:2]1[CH:7]=[CH:6][CH:5]=[CH:4][CH:3]=1.C(=O)([O-])[O-].[Cs+].[Cs+].FC(F)(F)S(O[CH2:25][C:26]([F:29])([F:28])[F:27])(=O)=O>CN(C)C=O>[CH2:1]([C:8]([CH2:25][C:26]([F:29])([F:28])[F:27])([C:9]#[N:10])[C:11]#[N:12])[C:2]1[CH:7]=[CH:6][CH:5]=[CH:4][CH:3]=1 |f:1.2.3|. Procedure details: Using 0.1 g of benzylmalononitrile, 5 ml of N,N-dimethylformamide, 0.073 g of cesium carbonate, and 0.1 g of 2,2,2-trifluoroethyl trifluoromethanesulfonate, and according to the process described in the Production Example 1, there was obtained 0.057 g of 2-benzyl-2-(2,2,2-trifluoroethyl)malononitrile (the present compound (3)). Starting materials: CC1=NC(=CC=C1)C (2,6-Dimethylpyridine), O1COC2=C1C=CC(=C2)C(C(=O)OC)Br (methyl 2-(1,3-benzodioxol-5-yl)-2-bromoacetate), BrC=1C=C2C=CN(C2=CC1)C (5-Bromo-1-methylindole). Run in CN(C=O)C (dimethylformamide). Conditions: temperature 80 celsius. Yields the product O1COC2=C1C=CC(=C2)C(C(=O)OC)C2=CN(C1=CC=C(C=C21)Br)C (Methyl 2-(1,3-benzodioxol-5-yl)-2-(5-bromo-1-methyl-1H-3-indolyl)acetate). The yield is 76.6%. RXN SMILES: CC1C=CC=C(C)N=1.[O:9]1[C:13]2[CH:14]=[CH:15][C:16]([CH:18](Br)[C:19]([O:21][CH3:22])=[O:20])=[CH:17][C:12]=2[O:11][CH2:10]1.[Br:24][C:25]1[CH:26]=[C:27]2[C:31](=[CH:32][CH:33]=1)[N:30]([CH3:34])[CH:29]=[CH:28]2>CN(C)C=O>[O:9]1[C:13]2[CH:14]=[CH:15][C:16]([CH:18]([C:28]3[C:27]4[C:31](=[CH:32][CH:33]=[C:25]([Br:24])[CH:26]=4)[N:30]([CH3:34])[CH:29]=3)[C:19]([O:21][CH3:22])=[O:20])=[CH:17][C:12]=2[O:11][CH2:10]1. Procedure: 2,6-Dimethylpyridine (0.75 ml) was added to a stirred solution of methyl 2-(1,3-benzodioxol-5-yl)-2-bromoacetate (from Example 61(c), 1.75 g, 6.43 mmol) and 5-bromo-1-methylindole (from step (a), 1.35 g) in anhydrous dimethylformamide (10 ml) at ambient temperature, under a nitrogen atmosphere. The solution was heated at 80° C. for 8 hours. The reaction mixture was partitioned between diethylether and water, separated and the organic layer dried (magnesium sulphate) and evaporated in vacuo. The ...